The task is: describe an organic reaction: reactants, conditions, products, and yield. This data is from the Open Reaction Database (ORD), a public repository of structured organic reaction records. Reactants: BrC=1C=C(C=CC1)C(CC#N)=O (3-(3-bromophenyl)-3-oxopropanenitrile), Cl.NO (hydroxylamine hydrochloride), CC(=O)[O-].[Na+] (NaOAc). Run in CCO (EtOH), O (water). The product is BrC=1C=C(C=CC1)C1=NOC(=C1)N (3-(3-bromophenyl)-5-isoxazolamine). As a reaction SMILES: [Br:1][C:2]1[CH:3]=[C:4]([C:8](=O)[CH2:9][C:10]#[N:11])[CH:5]=[CH:6][CH:7]=1.Cl.[NH2:14][OH:15].CC([O-])=O.[Na+]>CCO.O>[Br:1][C:2]1[CH:3]=[C:4]([C:8]2[CH:9]=[C:10]([NH2:11])[O:15][N:14]=2)[CH:5]=[CH:6][CH:7]=1 |f:1.2,3.4|. Procedure details: To a solution of 3-(3-bromophenyl)-3-oxopropanenitrile (1.12 g; 5.00 mmol; Note 1) in EtOH (20 mL) was added a solution of hydroxylamine hydrochloride (1.74 g; 25 mmol) and NaOAc (2.46 g; 30 mmol) in water (20 mL). The mixture was heated under reflux for 1 h, cooled and concentrated in vacuo. The residue was slurried in 1N NaOH and extracted with Et2O (×1). The organic layer was washed (water, brine), dried over Na2SO4 and concentrated in vacuo affording the title compound as a pale yellow solid... Starting materials: BrCCCCBr, C1CCOC1, [Li]CCCC, COC(=O)C1CCCC1, CC(C)NC(C)C, [Cl-], [NH4+]. The product is COC(=O)C1(CCCCBr)CCCC1. RXN SMILES: [Br:22][CH2:23][CH2:24][CH2:25][CH2:26][Br:27].[CH2:30]1[O:31][CH2:32][CH2:33][CH2:34]1.[CH2:8]([Li:9])[CH2:10][CH2:11][CH3:12].[CH:13]1([C:18](=[O:19])[O:20][CH3:21])[CH2:14][CH2:15][CH2:16][CH2:17]1.[CH:1]([NH:2][CH:3]([CH3:4])[CH3:5])([CH3:6])[CH3:7].[Cl-:28].[NH4+:29]>>[C:13]1([C:18](=[O:19])[O:20][CH3:21])([CH2:26][CH2:25][CH2:24][CH2:23][Br:22])[CH2:14][CH2:15][CH2:16][CH2:17]1. Reactants: COCCCCC1=C(N=NN1C1=C(C=CC=C1)C)C(=O)N([C@H]1C[C@H](CN(C1)C(=O)OC(C)(C)C)C(=O)OC)CC(C)C (1-tert-butyl 3-methyl (3R,5S)-5-[{[5-(4-methoxybutyl)-1-(2-methylphenyl)-1H-1,2,3-triazol-4-yl]carbonyl}(2-methylpropyl)amino]piperidine-1,3-dicarboxylate), [OH-].[Na+] (sodium hydroxide). Run in CO (methanol). Reaction conditions: temperature 50 celsius, time 30 minute. The product is C(C)(C)(C)OC(=O)N1C[C@@H](C[C@@H](C1)N(CC(C)C)C(=O)C=1N=NN(C1CCCCOC)C1=C(C=CC=C1)C)C(=O)O ((3R,5S)-1-(tert-butoxycarbonyl)-5-[{[5-(4-methoxybutyl)-1-(2-methylphenyl)-1H-1,2,3-triazol-4-yl]carbonyl}(2-methylpropyl)amino]piperidine-3-carboxylic acid). Yield: 90.6%. Reaction SMILES: [CH3:1][O:2][CH2:3][CH2:4][CH2:5][CH2:6][C:7]1[N:11]([C:12]2[CH:17]=[CH:16][CH:15]=[CH:14][C:13]=2[CH3:18])[N:10]=[N:9][C:8]=1[C:19]([N:21]([CH2:39][CH:40]([CH3:42])[CH3:41])[C@@H:22]1[CH2:27][N:26]([C:28]([O:30][C:31]([CH3:34])([CH3:33])[CH3:32])=[O:29])[CH2:25][C@H:24]([C:35]([O:37]C)=[O:36])[CH2:23]1)=[O:20].[OH-].[Na+]>CO>[C:31]([O:30][C:28]([N:26]1[CH2:27][C@@H:22]([N:21]([C:19]([C:8]2[N:9]=[N:10][N:11]([C:12]3[CH:17]=[CH:16][CH:15]=[CH:14][C:13]=3[CH3:18])[C:7]=2[CH2:6][CH2:5][CH2:4][CH2:3][O:2][CH3:1])=[O:20])[CH2:39][CH:40]([CH3:41])[CH3:42])[CH2:23][C@@H:24]([C:35]([OH:37])=[O:36])[CH2:25]1)=[O:29])([CH3:32])([CH3:34])[CH3:33] |f:1.2|. Procedure details: To a solution of 1-tert-butyl 3-methyl (3R,5S)-5-[{[5-(4-methoxybutyl)-1-(2-methylphenyl)-1H-1,2,3-triazol-4-yl]carbonyl}(2-methylpropyl)amino]piperidine-1,3-dicarboxylate (1.47 g) in methanol (10 ml) was added 4N aqueous sodium hydroxide solution (5 ml), and the mixture was stirred at 50° C. for 30 min. The solvent was concentrated under reduced pressure, and the residue was neutralized with 10% aqueous citric acid solution, extracted with ethyl acetate (30 ml×2) and the extract was dried over ... Starting materials: solution, Cl (hydrogen chloride), S(=O)(=O)([O-])[O-].[Mg+2] (magnesium sulfate), C1=CN(C=N1)C(=O)N2C=CN=C2 (N,N-carbonyldiimidazole), BrC1=C(C(=C(NC)C=C1)[N+](=O)[O-])OC (4-bromo-3-methoxy-N-methyl-2-nitroaniline), solution, [Cl-].[NH4+] (ammonium chloride), resultant suspension, BrC1=C(C(=C(NC)C=C1)[N+](=O)[O-])OC (4-bromo-3-methoxy-N-methyl-2-nitroaniline). The reagents and catalysts are [Fe] (iron). The solvent is C(C)O (ethanol), O (water), C(C)(=O)OCC (ethyl acetate), O (water), C(C)(=O)OCC (ethyl acetate), O (water). Conditions: temperature 57.5 celsius, time 2 hour. Yields the product BrC1=C(C2=C(N(C(N2)=O)C)C=C1)OC (5-Bromo-4-methoxy-1-methyl-1,3-dihydro-2H-benzimidazol-2-one). The yield is 89.0%. As a reaction SMILES: Cl.[Cl-].[NH4+].[Br:4][C:5]1[CH:12]=[CH:11]C(NC)=C([N+]([O-])=O)[C:6]=1[O:16][CH3:17].S([O-])([O-])(=O)=[O:19].[Mg+2].C1N=CN([C:29]([N:31]2[CH:35]=[N:34][CH:33]=[CH:32]2)=O)C=1>C(O)C.C(OCC)(=O)C.O.[Fe]>[Br:4][C:5]1[CH:12]=[CH:11][C:32]2[N:31]([CH3:29])[C:35](=[O:19])[NH:34][C:33]=2[C:6]=1[O:16][CH3:17] |f:1.2,4.5|. Reported procedure: A 1.0 M solution of hydrogen chloride in water (2.3 mL, 2.3 mmol) was added to a suspension of iron (1.28 g, 23.0 mmol) (<10 μm) in ethanol (25.1 mL) and the resultant suspension was stirred at 60° C. for 2 h. The reaction mixture was then cooled to 55-60° C. and treated with a 5.0 M solution of ammonium chloride in water (3950 μL, 19.8 mmol), followed by the addition of 4-bromo-3-methoxy-N-methyl-2-nitroaniline (1.20 g, 4.60 mmol) as a solid. The flask containing 4-bromo-3-methoxy-N-methyl-2-ni... The reactants are O1CCOCC1 (Dioxane), C([O-])(O)=O.[Na+] (sodium bicarbonate), NC1=C(C=NN1C1=CC2=C(NC(=N2)C)C=C1)C(=O)C=1N(C=C(C1)Br)S(=O)(=O)C1=CC=C(C=C1)C ([5-amino-1-(2-methyl-1H-benzimidazol-5-yl)-1H-pyrazol-4-yl]-[4-bromo-1-(toluene-4-sulfonyl)-1H-pyrrol-2-yl]-methanone), C1(=CC=CC=C1)B(O)O (phenylboronic acid). Run in O (water). Yields the product NC1=C(C=NN1C1=CC2=C(NC(=N2)C)C=C1)C(=O)C=1N(C=C(C1)C1=CC=CC=C1)S(=O)(=O)C1=CC=C(C=C1)C ([5-amino-1-(2-methyl-1H-benzimidazol-5-yl)-1H-pyrazol-4-yl]-[4-phenyl-1-(toluene-4-sulfonyl)-1H-pyrrol-2-yl]-methanone), powder. Isolated yield 26.0%. Reaction SMILES: O1CCOCC1.C(=O)(O)[O-].[Na+].[NH2:12][C:13]1[N:17]([C:18]2[CH:27]=[CH:26][C:21]3[NH:22][C:23]([CH3:25])=[N:24][C:20]=3[CH:19]=2)[N:16]=[CH:15][C:14]=1[C:28]([C:30]1[N:31]([S:36]([C:39]2[CH:44]=[CH:43][C:42]([CH3:45])=[CH:41][CH:40]=2)(=[O:38])=[O:37])[CH:32]=[C:33](Br)[CH:34]=1)=[O:29].[C:46]1(B(O)O)[CH:51]=[CH:50][CH:49]=[CH:48][CH:47]=1>O>[NH2:12][C:13]1[N:17]([C:18]2[CH:27]=[CH:26][C:21]3[NH:22][C:23]([CH3:25])=[N:24][C:20]=3[CH:19]=2)[N:16]=[CH:15][C:14]=1[C:28]([C:30]1[N:31]([S:36]([C:39]2[CH:44]=[CH:43][C:42]([CH3:45])=[CH:41][CH:40]=2)(=[O:38])=[O:37])[CH:32]=[C:33]([C:46]2[CH:51]=[CH:50][CH:49]=[CH:48][CH:47]=2)[CH:34]=1)=[O:29] |f:1.2|. Reported procedure: Dioxane (1.5 ml) and an aqueous solution (1.5 ml) of 1 M sodium bicarbonate were added to [5-amino-1-(2-methyl-1H-benzimidazol-5-yl)-1H-pyrazol-4-yl]-[4-bromo-1-(toluene-4-sulfonyl)-1H-pyrrol-2-yl]-methanone (57 mg), palladium chloride bis-triphenylphosphine complex (10 mg), and phenylboronic acid (37 mg). The mixture was reacted at 140° C. in a microwave reactor for ten minutes. The reaction mixture was diluted with water (5 ml), and then extracted with ethyl acetate. The organic layers were co... The reactants are O=C([O-])[O-], CN(C)C=O, O=Cc1ccsc1C(=O)O, CCI, [K+], [K+], O. Product: CCOC(=O)c1sccc1C=O. As a reaction SMILES: [C:14](=[O:15])([O-:16])[O-:17].[CH3:21][N:22]([CH3:23])[CH:24]=[O:25].[CH:1](=[O:2])[c:3]1[c:4]([C:8](=[O:9])[OH:10])[s:5][cH:6][cH:7]1.[I:11][CH2:12][CH3:13].[K+:18].[K+:19].[OH2:20]>>[CH:1](=[O:2])[c:3]1[c:4]([C:8]([O:9][CH2:12][CH3:13])=[O:10])[s:5][cH:6][cH:7]1. Starting materials: CC(C)(C)SCC1(C(=O)O)CCc2ccccc2C1, CCOCC, CC(=O)OC(C)=O, O=C(O)C(F)(F)F, S. The product is CC(=O)SCC1(C(=O)O)CCc2ccccc2C1. RXN SMILES: [C:1](=[O:2])([OH:3])[C:4]1([CH2:14][S:15][C:16]([CH3:17])([CH3:18])[CH3:19])[CH2:5][c:6]2[cH:7][cH:8][cH:9][cH:10][c:11]2[CH2:12][CH2:13]1.[CH2:35]([O:36][CH2:37][CH3:38])[CH3:39].[CH3:21][C:22](=[O:23])[O:24][C:25](=[O:26])[CH3:27].[OH:28][C:29]([C:30]([F:31])([F:32])[F:33])=[O:34].[SH2:20]>>[C:1](=[O:2])([OH:3])[C:4]1([CH2:14][S:15][C:16]([CH3:19])=[O:23])[CH2:5][c:6]2[cH:7][cH:8][cH:9][cH:10][c:11]2[CH2:12][CH2:13]1.